Dataset: the Open Reaction Database (ORD), a public repository of structured organic reaction records. Task: describe an organic reaction: reactants, conditions, products, and yield The reactants are CO, CC(=O)OC1CC(F)(N2C(=O)c3cccc([N+](=O)[O-])c3C2=O)C(=O)NC1=O, Cc1ccc(S(=O)(=O)O)cc1. Yields the product O=C1NC(=O)C(F)(N2C(=O)c3cccc([N+](=O)[O-])c3C2=O)CC1O. As a reaction SMILES: [CH3:39][OH:40].[N+:1](=[O:2])([O-:3])[c:4]1[c:5]2[c:9]([cH:10][cH:11][cH:12]1)[C:8](=[O:13])[N:7]([C:14]1([F:26])[C:15](=[O:25])[NH:16][C:17](=[O:24])[CH:18]([O:20][C:21](=[O:22])[CH3:23])[CH2:19]1)[C:6]2=[O:27].[c:28]1([CH3:29])[cH:30][cH:31][c:32]([S:33]([OH:34])(=[O:35])=[O:36])[cH:37][cH:38]1>>[N+:1](=[O:2])([O-:3])[c:4]1[c:5]2[c:9]([cH:10][cH:11][cH:12]1)[C:8](=[O:13])[N:7]([C:14]1([F:26])[C:15](=[O:25])[NH:16][C:17](=[O:24])[CH:18]([OH:20])[CH2:19]1)[C:6]2=[O:27]. Starting materials: ClN1C(CCC1=O)=O (N-chlorosuccinimide), CC(C)(C)NCCOC1=C(C=CC=C1)C(C=CC1=C2C=CNC2=CC=C1)=O (1-[2-{2-(1,1-dimethylethylamino)-ethoxy}-phenyl]-3-[1H-indol-4-yl]-2-propen-1-one), [OH-].[Na+] (sodium hydroxide). The solvent is O (water), C(C)(=O)O (acetic acid). Yields the product ClC1=CNC2=CC=CC(=C12)CCCC1=C(OCCNC(C)(C)C)C=CC=C1 (N-[2-{2-(3-[3-chloro-1H-indol-4-yl]-propyl)-phenoxy}-ethyl]-2-methyl-2-propanamine). Isolated yield 74.7%. RXN SMILES: [CH3:1][C:2]([NH:5][CH2:6][CH2:7][O:8][C:9]1[CH:14]=[CH:13][CH:12]=[CH:11][C:10]=1[C:15](=O)[CH:16]=[CH:17][C:18]1[CH:26]=[CH:25][CH:24]=[C:23]2[C:19]=1[CH:20]=[CH:21][NH:22]2)([CH3:4])[CH3:3].[Cl:28]N1C(=O)CCC1=O.[OH-].[Na+]>C(O)(=O)C.O>[Cl:28][C:20]1[C:19]2[C:23](=[CH:24][CH:25]=[CH:26][C:18]=2[CH2:17][CH2:16][CH2:15][C:10]2[CH:11]=[CH:12][CH:13]=[CH:14][C:9]=2[O:8][CH2:7][CH2:6][NH:5][C:2]([CH3:4])([CH3:3])[CH3:1])[NH:22][CH:21]=1 |f:2.3|. Procedure: A solution of 4.74 g of the product of Example 9 in 43 ml of acetic acid was added with stirring under an inert atmosphere to 2.17 g of N-chlorosuccinimide over 40 minutes and the mixture was diluted with water and iced. The mixture was made alkaline by addition of 32% sodium hydroxide solution and was extracted with ethyl acetate. The organic phase was washed with water, dried over a deshydrant, filtered and evaporated to dryness. The residue was chromatographed over silica and eluted with a 9-... Starting materials: OC[C@H]1N=C(SC1)SC (4(R)-hydroxymethyl-2-methylthio-1,3-thiazoline), C(C)(C)N(CC)C(C)C (diisopropylethylamine), ClCOC (chloromethylmethyl ether). Solvent: ClCCl (dichloromethane). Conditions: time 15 hour. Yields the product CO[C@]1(N=C(SC1)SC)COC (4(R)-methoxy-methyloxymethyl-2-methylthio-1,3-thiazoline). Isolated yield 36.0%. RXN SMILES: [OH:1][CH2:2][C@@H:3]1[CH2:7][S:6][C:5]([S:8][CH3:9])=[N:4]1.[CH:10](N(C(C)C)CC)(C)C.Cl[CH2:20][O:21]C>ClCCl>[CH3:20][O:21][C@:3]1([CH2:2][O:1][CH3:10])[CH2:7][S:6][C:5]([S:8][CH3:9])=[N:4]1. Procedure details: 3.14 g of Compound (6) obtained in the step (a) and 6.7 ml of diisopropylethylamine were dissolved in 40 ml of dry dichloromethane solution. 2.33 g of chloromethylmethyl ether was added to the above mixture under ice-cooling and the reaction mixture was stirred for 1 hour under the same condition and for 15 hours at room temperature. After the reaction, the reaction mixture was washed with water, saturated sodium bicarbonate solution and saturated saline solution, and dried over magnesium sulfat... Starting materials: ClC1=NC=2N3C(C(N(C2C=N1)CC1CC1)=O)(COCC3)C (2-chloro-5-(cyclopropylmethyl)-6a-methyl-6a,7,9,10-tetrahydro-[1,4]oxazino[3,4-h]pteridin-6(5H)-one), O1CCOCC1 (1,4-dioxane), CNC(=O)NC1=CC=C(C=C1)B1OC(C(O1)(C)C)(C)C (1-methyl-3-(4-(4,4,5,5-tetramethyl-1,3,2-dioxaborolan-2-yl)phenyl)urea), C(=O)(O)[O-].[Na+] (NaHCO3), NH4HCO3, NH4HCO3. Reagents/catalysts: C1=CC=C(C=C1)P([C-]2C=CC=C2)C3=CC=CC=C3.C1=CC=C(C=C1)P([C-]2C=CC=C2)C3=CC=CC=C3.Cl[Pd]Cl.[Fe+2] (PdCl2(dppf)). Run in CC(=O)O (AcOH), O (water), O (water), O.C(C)#N (water acetonitrile). Product: C1(CC1)CN1C=2C=NC(=NC2N2C(C1=O)(COCC2)C)C2=CC=C(C=C2)NC(=O)NC (1-(4-(5-(cyclopropylmethyl)-6a-methyl-6-oxo-5,6,6a,7,9,10-hexahydro-[1,4]oxazino[3,4-h]pteridin-2-yl)phenyl)-3-methylurea). Isolated yield 44.9%. As a reaction SMILES: Cl[C:2]1[N:11]=[CH:10][C:9]2[N:8]([CH2:12][CH:13]3[CH2:15][CH2:14]3)[C:7](=[O:16])[C:6]3([CH3:21])[CH2:17][O:18][CH2:19][CH2:20][N:5]3[C:4]=2[N:3]=1.O1CCOCC1.[CH3:28][NH:29][C:30]([NH:32][C:33]1[CH:38]=[CH:37][C:36](B2OC(C)(C)C(C)(C)O2)=[CH:35][CH:34]=1)=[O:31].C([O-])(O)=O.[Na+]>O.C1C=CC(P(C2C=CC=CC=2)[C-]2C=CC=C2)=CC=1.C1C=CC(P(C2C=CC=CC=2)[C-]2C=CC=C2)=CC=1.Cl[Pd]Cl.[Fe+2].O.C(#N)C.CC(O)=O>[CH:13]1([CH2:12][N:8]2[C:7](=[O:16])[C:6]3([CH3:21])[CH2:17][O:18][CH2:19][CH2:20][N:5]3[C:4]3[N:3]=[C:2]([C:36]4[CH:35]=[CH:34][C:33]([NH:32][C:30]([NH:29][CH3:28])=[O:31])=[CH:38][CH:37]=4)[N:11]=[CH:10][C:9]2=3)[CH2:15][CH2:14]1 |f:3.4,6.7.8.9,10.11|. Procedure: To a microwave vial equipped with a magnetic stirrer was added 2-chloro-5-(cyclopropylmethyl)-6a-methyl-6a,7,9,10-tetrahydro-[1,4]oxazino[3,4-h]pteridin-6(5H)-one (88 mg, 0.285 mmol), 1,4-dioxane (2 ml), 1-methyl-3-(4-(4,4,5,5-tetramethyl-1,3,2-dioxaborolan-2-yl)phenyl)urea (118 mg, 0.428 mmol), NaHCO3 (saturated, 0.491 mL), and PdCl2(dppf) (209 mg, 0.285 mmol). The reaction was irradiated in the microwave at 100° C. for 40 min. The reaction solution was then poured into water, extracted with et... Reactants: CCOC(C#CC(O)C(C)C)OCC, ClCCl, O=[Mn]=O. Product: CCOC(C#CC(=O)C(C)C)OCC. RXN SMILES: [CH2:1]([CH3:2])[O:3][CH:4]([C:5]#[C:6][CH:7]([CH:8]([CH3:9])[CH3:10])[OH:11])[O:12][CH2:13][CH3:14].[Cl:15][CH2:16][Cl:17].[O:18]=[Mn:19]=[O:20]>>[CH2:1]([CH3:2])[O:3][CH:4]([C:5]#[C:6][C:7]([CH:8]([CH3:9])[CH3:10])=[O:11])[O:12][CH2:13][CH3:14]. Solvent: O1CCCC1 (tetrahydrofuran), O (water), O (water). Procedure: A solution of 21-chloro-11β,17-dihydroxy-16α-[(2-methyloxiranyl)methoxy]pregna-1,4-diene-3,20-dione (12 mmoles) in 200 ml of tetrahydrofuran is stirred with a solution of 10 g of periodic acid in 20 ml of water for 3 hours. The slurry is diluted with water and extracted with chloroform. The chloroform solution is dried and evaporated in vacuo to give the title compound. Product: ClCC([C@]1([C@@H](C[C@H]2[C@@H]3CCC4=CC(C=C[C@]4(C)[C@H]3[C@H](C[C@]12C)O)=O)OCC(C)=O)O)=O (21-Chloro-11β,17-dihydroxy-16α-(2-oxopropoxy)pregna-1,4-diene-3,20-dione). The reactants are ClCC([C@]1([C@@H](C[C@H]2[C@@H]3CCC4=CC(C=C[C@]4(C)[C@H]3[C@H](C[C@]12C)O)=O)OCC1(OC1)C)O)=O (21-chloro-11β,17-dihydroxy-16α-[(2-methyloxiranyl)methoxy]pregna-1,4-diene-3,20-dione), I(=O)(=O)(=O)O (periodic acid). As a reaction SMILES: [Cl:1][CH2:2][C:3](=[O:32])[C@:4]1([OH:31])[C@:21]2([CH3:22])[C@H:7]([C@H:8]3[C@H:18]([C@@H:19]([OH:23])[CH2:20]2)[C@:16]2([CH3:17])[C:11](=[CH:12][C:13](=[O:24])[CH:14]=[CH:15]2)[CH2:10][CH2:9]3)[CH2:6][C@H:5]1[O:25][CH2:26][C:27]1(C)[CH2:29][O:28]1.I(O)(=O)(=O)=O>O1CCCC1.O>[Cl:1][CH2:2][C:3](=[O:32])[C@:4]1([OH:31])[C@:21]2([CH3:22])[C@H:7]([C@H:8]3[C@H:18]([C@@H:19]([OH:23])[CH2:20]2)[C@:16]2([CH3:17])[C:11](=[CH:12][C:13](=[O:24])[CH:14]=[CH:15]2)[CH2:10][CH2:9]3)[CH2:6][C@H:5]1[O:25][CH2:26][C:27](=[O:28])[CH3:29].